From a dataset of the Open Reaction Database (ORD), a public repository of structured organic reaction records. describe an organic reaction: reactants, conditions, products, and yield The reactants are ClC1=C(C=CC=C1Cl)C=C(C(=O)OC1CCCC1)C(C)=O (Cyclopentyl 2-(2,3-dichlorophenylmethylene)-3-oxobutanoate), NC(=CC(=O)OC)CF (methyl 3-amino-4-fluoro-2-butenoate). Solvent: C(C)(C)(C)O (tert-butanol). Product: ClC1=C(C=CC=C1Cl)C1C(=C(NC(=C1C(=O)OC1CCCC1)C)CF)C(=O)OC (5-Cyclopentyl 3-methyl 4-(2,3-dichlorophenyl)-2-(fluoromethyl)-1,4-dihydro-6-methyl-3,5-pyridinedicarboxylate). As a reaction SMILES: [Cl:1][C:2]1[C:7]([Cl:8])=[CH:6][CH:5]=[CH:4][C:3]=1[CH:9]=[C:10]([C:19](=O)[CH3:20])[C:11]([O:13][CH:14]1[CH2:18][CH2:17][CH2:16][CH2:15]1)=[O:12].[NH2:22][C:23]([CH2:29][F:30])=[CH:24][C:25]([O:27][CH3:28])=[O:26]>C(O)(C)(C)C>[Cl:1][C:2]1[C:7]([Cl:8])=[CH:6][CH:5]=[CH:4][C:3]=1[CH:9]1[C:10]([C:11]([O:13][CH:14]2[CH2:18][CH2:17][CH2:16][CH2:15]2)=[O:12])=[C:19]([CH3:20])[NH:22][C:23]([CH2:29][F:30])=[C:24]1[C:25]([O:27][CH3:28])=[O:26]. Procedure details: A solution of the product of step (a) (5.1 g, 14.3 mmoles) and methyl 3-amino-4-fluoro-2-butenoate (1.9 g, 14.3 mmoles) in dry tert-butanol (25 ml) was heated to 60° (oil bath temperature) for 108 hours. The solution was allowed to cool to room temperature and the solvent removed in vacuo. Chromatography on silica eluting with dichloromethane afforded the title compound as a yellow oil which crystallises on addition of petroleum ether (60°-80° ) to afford the title compound 1.5 g mp 148°-9°. (Id... Starting materials: COCCOC, OB(O)c1ccc(F)nc1, [Na+], [Na+], O=C([O-])[O-], NS(=O)(=O)c1ccc(Nc2ncc3ccc(C(F)(F)F)cc3n2)cc1, O=[SH](=O)[O-]. Product: NS(=O)(=O)c1ccc(Nc2ncc3ccc(-c4ccc(F)nc4)cc3n2)cc1. As a reaction SMILES: [CH3:46][O:47][CH2:48][CH2:49][O:50][CH3:51].[F:36][c:37]1[cH:38][cH:39][c:40]([B:43]([OH:44])[OH:45])[cH:41][n:42]1.[Na+:30].[Na+:31].[O-:32][C:33](=[O:34])[O-:35].[S:1]([NH2:2])(=[O:3])(=[O:4])[c:5]1[cH:6][cH:7][c:8]([NH:11][c:12]2[n:13][c:14]3[cH:15][c:16]([C:22]([F:23])([F:24])[F:25])[cH:17][cH:18][c:19]3[cH:20][n:21]2)[cH:9][cH:10]1.[SH:26](=[O:27])(=[O:28])[O-:29]>>[S:1]([NH2:2])(=[O:3])(=[O:4])[c:5]1[cH:6][cH:7][c:8]([NH:11][c:12]2[n:13][c:14]3[cH:15][c:16](-[c:40]4[cH:39][cH:38][c:37]([F:36])[n:42][cH:41]4)[cH:17][cH:18][c:19]3[cH:20][n:21]2)[cH:9][cH:10]1. The reactants are ClC=1C(=C(C=C2C(=CC(OC12)(C)C)C(C)C)\C(=C/C=C/C(=C/C(=O)OCC)/C)\C)OC (ethyl 7-(8-chloro-4-isopropyl-7-methoxy-2,2-dimethyl-2H-chromen-6-yl)-3-methyl-octa-2E,4E,6Z-trienoate), ClC=1C(=C(C=C2C(=CC(OC12)(C)C)C(C)C)\C(=C/C=C/C(=C/C(=O)OCC)/C)\C)OC (ethyl 7-(8-chloro-4-isopropyl-7-methoxy-2,2-dimethyl-2H-chromen-6-yl)-3-methyl-octa-2E,4E,6Z-trienoate), [OH-].[Na+] (NaOH). The product is ClC=1C(=C(C=C2C(=CC(OC12)(C)C)C(C)C)\C(=C/C=C/C(=C/C(=O)O)/C)\C)OC (7-(8-Chloro-4-isopropyl-7-methoxy-2,2-dimethyl-2H-chromen-6-y)-3-methyl-octa-2E,4E,6Z-trienoic acid). RXN SMILES: [Cl:1][C:2]1[C:3]([O:30][CH3:31])=[C:4](/[C:17](/[CH3:29])=[CH:18]\[CH:19]=[CH:20]\[C:21](\[CH3:28])=[CH:22]\[C:23]([O:25]CC)=[O:24])[CH:5]=[C:6]2[C:11]=1[O:10][C:9]([CH3:13])([CH3:12])[CH:8]=[C:7]2[CH:14]([CH3:16])[CH3:15].[OH-].[Na+]>>[Cl:1][C:2]1[C:3]([O:30][CH3:31])=[C:4](/[C:17](/[CH3:29])=[CH:18]\[CH:19]=[CH:20]\[C:21](\[CH3:28])=[CH:22]\[C:23]([OH:25])=[O:24])[CH:5]=[C:6]2[C:11]=1[O:10][C:9]([CH3:12])([CH3:13])[CH:8]=[C:7]2[CH:14]([CH3:16])[CH3:15] |f:1.2|. Procedure: Following General Procedure G, ethyl 7-(8-chloro-4-isopropyl-7-methoxy-2,2-dimethyl-2H-chromen-6-yl)-3-methyl-octa-2E,4E,6Z-trienoate (Compound 39, 53 mg, 0.12 mmol) was hydrolyzed with 1M NaOH. Purification by column chromatography (silica gel, 20% to 30% ethyl acetate in hexanes) followed by recrystallization from acetonitrile gave rise to the title compound as a light yellow solid. Reactants: ClCCOC1=NNC2=NC=NC(=C21)NC2=CC(=C(C=C2)OCC2=NC=CC=C2)Cl (3-(2-chloroethoxy)-N-[3-chloro-4-(pyridin-2-ylmethoxy)phenyl]-1H-pyrazolo[3,4-d]pyrimidin-4-amine), CN1CCNCC1 (N-methylpiperazine). Yields the product ClC=1C=C(C=CC1OCC1=NC=CC=C1)NC1=C2C(=NC=N1)NN=C2OCCN2CCN(CC2)C (N-[3-chloro-4-(pyridin-2-ylmethoxy)phenyl]-3-[2-(4-methylpiperazin-1-yl)ethoxy]-1H-pyrazolo[3,4-d]pyrimidin-4-amine). The yield is 30.0%. RXN SMILES: Cl[CH2:2][CH2:3][O:4][C:5]1[C:13]2[C:8](=[N:9][CH:10]=[N:11][C:12]=2[NH:14][C:15]2[CH:20]=[CH:19][C:18]([O:21][CH2:22][C:23]3[CH:28]=[CH:27][CH:26]=[CH:25][N:24]=3)=[C:17]([Cl:29])[CH:16]=2)[NH:7][N:6]=1.[CH3:30][N:31]1[CH2:36][CH2:35][NH:34][CH2:33][CH2:32]1>>[Cl:29][C:17]1[CH:16]=[C:15]([NH:14][C:12]2[N:11]=[CH:10][N:9]=[C:8]3[NH:7][N:6]=[C:5]([O:4][CH2:3][CH2:2][N:34]4[CH2:35][CH2:36][N:31]([CH3:30])[CH2:32][CH2:33]4)[C:13]=23)[CH:20]=[CH:19][C:18]=1[O:21][CH2:22][C:23]1[CH:28]=[CH:27][CH:26]=[CH:25][N:24]=1. Reported procedure: The procedure described in Example 23 was repeated using 3-(2-chloroethoxy)-N-[3-chloro-4-(pyridin-2-ylmethoxy)phenyl]-1H-pyrazolo[3,4-d]pyrimidin-4-amine and N-methylpiperazine to give the title compound in 30% yield; NMR Spectrum: 2.10 (s, 3H), 2.27 (br s, 4H), 2.50 (hidden under DMSO, 4H), 2.78 (t, 2H), 4.41 (t, 2H), 5.28 (s, 2H), 7.24 (d, 1H), 7.36 (t, 1H), 7.56 (s, 1H), 7.58 (s, 1H), 7.86-7.91 (m, 2H), 8.29 (s, 1H), 8.42 (s, 1H), 8.59 (d, 1H); Mass Spectrum: 495 (MH+). Reactants: CC1=NC(=CC=C1CO)C(F)(F)F ((2-methyl-6-(trifluoromethyl)pyridin-3-yl)methanol), Br (HBr). Reaction conditions: temperature 135 celsius. The product is BrCC=1C(=NC(=CC1)C(F)(F)F)C (3-(bromomethyl)-2-methyl-6-(trifluoromethyl)pyridine). Isolated yield 71.0%. RXN SMILES: [CH3:1][C:2]1[C:7]([CH2:8]O)=[CH:6][CH:5]=[C:4]([C:10]([F:13])([F:12])[F:11])[N:3]=1.[BrH:14]>>[Br:14][CH2:8][C:7]1[C:2]([CH3:1])=[N:3][C:4]([C:10]([F:13])([F:12])[F:11])=[CH:5][CH:6]=1. Reported procedure: A mixture of (2-methyl-6-(trifluoromethyl)pyridin-3-yl)methanol (1.677 g, 8.77 mmol, 76% pure) in 48% aq. HBr (10 mL) was heated to reflux (oil bath temperature, 135° C.) for 24 h. The volatile components of the resulting biphasic mixture were distilled under vacuum to remove most of the hydrogen bromide (sodium hydroxide trap). The residue was partitioned between 2:1 EtOAc/THF and water (at pH 3) and the organic phase was dried (MgSO4), filtered and evaporated. The solid residue was re-evaporat... Starting materials: [Cl-].C(C)(C)(C)C1=CC=C(C=C1)N1C(CCC1C=1C=CC2=C(NC(=N2)[C@H]2N(CCC2)C([C@H](C(C)C)NC(=O)OC)=O)C1)C1=CC=C(C=C1)C1=CN=C(N1)[C@H]1[NH2+]CCC1 ((2S)-2-(5-(4-(1-(4-tert-butylphenyl)-5-(2-((S)-1-((S)-2-(methoxycarbonylamino)-3-methylbutanoyl)pyrrolidin-2-yl)-1H-benzo[d]imidazol-6-yl)pyrrolidin-2-yl)phenyl)-1H-imidazol-2-yl)pyrrolidinium chloride), COC(=O)N[C@H](C(=O)O)C(C)C ((S)-2-(methoxycarbonylamino)-3-methylbutanoic acid), C=1C=CC2=C(C1)N=NN2O (HOBt), CCN=C=NCCCN(C)C (EDAC), CN1CCOCC1 (N-methylmorpholine), ice. Run in CCOC(=O)C (EtOAc), C(Cl)Cl (CH2Cl2), CN(C)C=O (DMF). Reaction conditions: time 9 hour. Yields the product C(C)(C)(C)C1=CC=C(C=C1)N1[C@H](CC[C@@H]1C=1C=CC2=C(NC(=N2)[C@H]2N(CCC2)C([C@H](C(C)C)NC(=O)OC)=O)C1)C1=CC=C(C=C1)C1=CN=C(N1)[C@H]1N(CCC1)C([C@H](C(C)C)NC(OC)=O)=O (methyl {(2S)-1-[(2S)-2-(5-{4-[(2R,5R)-1-(4-tert-butylphenyl)-5-{2-[(2S)-1-{(2S)-2-[(methoxycarbonyl)amino]-3-methylbutanoyl}pyrrolidin-2-yl]-1H-benzimidazol-6-yl}pyrrolidin-2-yl]phenyl}-1H-imidazol-2-yl)pyrrolidin-1-yl]-3-methyl-1-oxobutan-2-yl}carbamate). RXN SMILES: [Cl-].[C:2]([C:6]1[CH:11]=[CH:10][C:9]([N:12]2[CH:16]([C:17]3[CH:18]=[CH:19][C:20]4[N:24]=[C:23]([C@@H:25]5[CH2:29][CH2:28][CH2:27][N:26]5[C:30](=[O:40])[C@@H:31]([NH:35][C:36]([O:38][CH3:39])=[O:37])[CH:32]([CH3:34])[CH3:33])[NH:22][C:21]=4[CH:41]=3)[CH2:15][CH2:14][CH:13]2[C:42]2[CH:47]=[CH:46][C:45]([C:48]3[NH:52][C:51]([C@@H:53]4[CH2:57][CH2:56][CH2:55][NH2+:54]4)=[N:50][CH:49]=3)=[CH:44][CH:43]=2)=[CH:8][CH:7]=1)([CH3:5])([CH3:4])[CH3:3].[CH3:58][O:59][C:60]([NH:62][C@@H:63]([CH:67]([CH3:69])[CH3:68])[C:64](O)=[O:65])=[O:61].C1C=CC2N(O)N=NC=2C=1.CCN=C=NCCCN(C)C.CN1CCOCC1>CN(C=O)C.CCOC(C)=O.C(Cl)Cl>[C:2]([C:6]1[CH:7]=[CH:8][C:9]([N:12]2[C@@H:16]([C:17]3[CH:18]=[CH:19][C:20]4[N:24]=[C:23]([C@@H:25]5[CH2:29][CH2:28][CH2:27][N:26]5[C:30](=[O:40])[C@@H:31]([NH:35][C:36]([O:38][CH3:39])=[O:37])[CH:32]([CH3:34])[CH3:33])[NH:22][C:21]=4[CH:41]=3)[CH2:15][CH2:14][C@@H:13]2[C:42]2[CH:47]=[CH:46][C:45]([C:48]3[NH:52][C:51]([C@@H:53]4[CH2:57][CH2:56][CH2:55][N:54]4[C:64](=[O:65])[C@@H:63]([NH:62][C:60](=[O:61])[O:59][CH3:58])[CH:67]([CH3:69])[CH3:68])=[N:50][CH:49]=3)=[CH:44][CH:43]=2)=[CH:10][CH:11]=1)([CH3:4])([CH3:5])[CH3:3] |f:0.1|. Reported procedure: The product from example 191L (0.092 g, 0.116 mmole), (S)-2-(methoxycarbonylamino)-3-methylbutanoic acid (0.020 g, 0.116 mmole) and HOBt (000.018 g, 0.116 mmole) were combined in a 25 mL RB flask and dissolved in DMF (1 mL). The reaction mixture was placed in an ice bath and treated with EDAC (0.022 g, 0.116 mmole) and N-methylmorpholine (0.12 mL, 1.091 mmole. The light yellow reaction mixture was stirred in the ice bath for 1 hr, then stirred at room temperature for 9 hr. The reaction mixture w... Reactants: Cc1ccccc1, OC1CCOc2ccc(F)cc21, O. Product: Fc1ccc2c(c1)C=CCO2. Reaction SMILES: [CH3:14][c:15]1[cH:16][cH:17][cH:18][cH:19][cH:20]1.[F:1][c:2]1[cH:3][c:4]2[c:9]([cH:10][cH:11]1)[O:8][CH2:7][CH2:6][CH:5]2[OH:12].[OH2:13]>>[F:1][c:2]1[cH:3][c:4]2[c:9]([cH:10][cH:11]1)[O:8][CH2:7][CH:6]=[CH:5]2.